From a dataset of the Open Reaction Database (ORD), a public repository of structured organic reaction records. describe an organic reaction: reactants, conditions, products, and yield Starting materials: C1(C=2C(C(N1C(CC(=O)O)C1=CC(=C(C=C1)OCCCC)OC)=O)=CC=CC2)=O (3-phthalimido-3-(4-butoxy-3-methoxyphenyl)propionic acid), C(=O)(N1C=NC=C1)N1C=NC=C1 (carbonyldiimidazole). The product is 0.517, C1(C=2C(C(N1C(CC(=O)N)C1=CC(=C(C=C1)OCCCC)OC)=O)=CC=CC2)=O (3-phthalimido-3-(4-butoxy-3-methoxyphenyl)propionamide). The yield is 52.0%. RXN SMILES: [C:1]1(=[O:29])[N:5]([CH:6]([C:11]2[CH:16]=[CH:15][C:14]([O:17][CH2:18][CH2:19][CH2:20][CH3:21])=[C:13]([O:22][CH3:23])[CH:12]=2)[CH2:7][C:8](O)=[O:9])[C:4](=[O:24])[C:3]2=[CH:25][CH:26]=[CH:27][CH:28]=[C:2]12.C(N1C=CN=C1)([N:32]1C=CN=C1)=O>>[C:1]1(=[O:29])[N:5]([CH:6]([C:11]2[CH:16]=[CH:15][C:14]([O:17][CH2:18][CH2:19][CH2:20][CH3:21])=[C:13]([O:22][CH3:23])[CH:12]=2)[CH2:7][C:8]([NH2:32])=[O:9])[C:4](=[O:24])[C:3]2=[CH:25][CH:26]=[CH:27][CH:28]=[C:2]12. Procedure: By following the procedure of Example 65 utilizing 3-phthalimido-3-(4-butoxy-3-methoxyphenyl)propionic acid and carbonyldiimidazole, there is obtained 0.742 g (74%) of crude product as a pale yellow powder. The crude product was recrystallized from ethyl acetate (16 mL) to afford 0.517 (52%) of 3-phthalimido-3-(4-butoxy-3-methoxyphenyl)propionamide as fine fluffy white needles: HPLC 99.1%; 1H NMR (DMSO-d6)δ 7.95-7.75 (m, 4H, Ar), 7.54 (br s, 1H, CONH), 7.04 (s, 1H, Ar), 7.0-6.75 (m, 2H), 6.86 (b... Starting materials: CC(=O)O, CO, Nc1n[nH]c2ncnc(Nc3cccc(Cl)c3)c12, O=Cc1ccoc1. The product is Clc1cccc(Nc2ncnc3[nH]nc(N=Cc4ccoc4)c23)c1. RXN SMILES: [CH3:19][C:20](=[O:21])[OH:22].[CH3:30][OH:31].[NH2:1][c:2]1[n:3][nH:4][c:5]2[n:6][cH:7][n:8][c:9]([NH:11][c:12]3[cH:13][c:14]([Cl:18])[cH:15][cH:16][cH:17]3)[c:10]12.[o:23]1[cH:24][c:25]([CH:28]=[O:29])[cH:26][cH:27]1>>[N:1]([c:2]1[n:3][nH:4][c:5]2[n:6][cH:7][n:8][c:9]([NH:11][c:12]3[cH:13][c:14]([Cl:18])[cH:15][cH:16][cH:17]3)[c:10]12)=[CH:28][c:25]1[cH:24][o:23][cH:27][cH:26]1. Starting materials: ClC=1C=C(C=O)C=CC1 (m-chlorobenzaldehyde), NCC(CC)O (1-amino-2-butanol). Product: ClC=1C=C(C=CC1)C1OC(CN1)CC (2-(m-Chlorophenyl)-5-ethyl-1,3-oxazolidine). RXN SMILES: [Cl:1][C:2]1[CH:3]=[C:4]([CH:7]=[CH:8][CH:9]=1)[CH:5]=[O:6].[NH2:10][CH2:11][CH:12](O)[CH2:13][CH3:14]>>[Cl:1][C:2]1[CH:3]=[C:4]([CH:5]2[NH:10][CH2:11][CH:12]([CH2:13][CH3:14])[O:6]2)[CH:7]=[CH:8][CH:9]=1. Procedure: Twenty-five grams of m-chlorobenzaldehyde was combined with 15.8 g of 1-amino-2-butanol and heated on the rotary evaporator for 1 hour to remove water. The yield was 37.9 g, nD30 1.5741. The reactants are ClC1=C(OCCCOC2=CC=C(C=C2)C=2N=NNN2)C(=CC(=C1)OCC=C(Cl)Cl)Cl (5-(4-{3-[2,6-dichloro-4-(3,3-dichloro-allyloxy)-phenoxy]-propoxy}-phenyl)-2H-tetrazole), C(C)I (ethyl iodide), C([O-])([O-])=O.[K+].[K+] (potassium carbonate). The solvent is CN(C=O)C (dimethylformamide). Product: ClC1=C(OCCCOC2=CC=C(C=C2)C=2N=NN(N2)CC)C(=CC(=C1)OCC=C(Cl)Cl)Cl (5-(4-{3-[2,6-dichloro-4-(3,3-dichloro-allyloxy)-phenoxy]-propoxy}-phenyl)-2-ethyl-2H-tetrazole). Reaction SMILES: [Cl:1][C:2]1[CH:23]=[C:22]([O:24][CH2:25][CH:26]=[C:27]([Cl:29])[Cl:28])[CH:21]=[C:20]([Cl:30])[C:3]=1[O:4][CH2:5][CH2:6][CH2:7][O:8][C:9]1[CH:14]=[CH:13][C:12]([C:15]2[N:16]=[N:17][NH:18][N:19]=2)=[CH:11][CH:10]=1.[CH2:31](I)[CH3:32].C(=O)([O-])[O-].[K+].[K+]>CN(C)C=O>[Cl:30][C:20]1[CH:21]=[C:22]([O:24][CH2:25][CH:26]=[C:27]([Cl:29])[Cl:28])[CH:23]=[C:2]([Cl:1])[C:3]=1[O:4][CH2:5][CH2:6][CH2:7][O:8][C:9]1[CH:14]=[CH:13][C:12]([C:15]2[N:16]=[N:17][N:18]([CH2:31][CH3:32])[N:19]=2)=[CH:11][CH:10]=1 |f:2.3.4|. Procedure details: 100 mg of 5-(4-{3-[2,6-dichloro-4-(3,3-dichloro-allyloxy)-phenoxy]-propoxy}-phenyl)-2H-tetrazole, 48 mg of ethyl iodide and 141 mg of potassium carbonate are stirred for 4 hours at 50° C. in 3 ml of dimethylformamide. The reaction mixture is poured onto water and extracted with ethyl acetate. Concentration of the organic phase and purification over silica gel yield 5-(4-{3-[2,6-dichloro-4-(3,3-dichloro-allyloxy)-phenoxy]-propoxy}-phenyl)-2-ethyl-2H-tetrazole (compound 1.4). Reactants: C=1(C(=CC=CC1)S(=O)(=O)OC1=C(N2C(CC2C1)=O)C(=O)OCC1=CC=CC=C1)C (benzyl 3-toluenesulfonyloxy-1-azabicyclo[3.2.0]hept-2-en-7-one-2-carboxylate), C(C)(C)[N-]C(C)C.[Li+] (lithium diisopropylamide), [NH4+].[Cl-] (NH4Cl), C(C)=O (acetaldehyde). Run in C1CCOC1 (THF), C1CCOC1 (THF), C(C)(=O)OCC (ethyl acetate). Reaction conditions: time 10 minute. Product: OC(C)C1C2CC(=C(N2C1=O)C(=O)OCC1=CC=CC=C1)OS(=O)(=O)C=1C(=CC=CC1)C (benzyl 6-(1-hydroxyethyl)-3-toluenesulfonyloxy-1-azabicyclo[3.2.0]hept-2-en-7-one-2-carboxylate). Reaction SMILES: [C:1]1([CH3:29])[C:2]([S:7]([O:10][C:11]2[CH2:17][CH:16]3[N:13]([C:14](=[O:18])[CH2:15]3)[C:12]=2[C:19]([O:21][CH2:22][C:23]2[CH:28]=[CH:27][CH:26]=[CH:25][CH:24]=2)=[O:20])(=[O:9])=[O:8])=[CH:3][CH:4]=[CH:5][CH:6]=1.C([N-]C(C)C)(C)C.[Li+].[CH:38](=[O:40])[CH3:39].[NH4+].[Cl-]>C1COCC1.C(OCC)(=O)C>[OH:40][CH:38]([CH:15]1[C:14](=[O:18])[N:13]2[CH:16]1[CH2:17][C:11]([O:10][S:7]([C:2]1[C:1]([CH3:29])=[CH:6][CH:5]=[CH:4][CH:3]=1)(=[O:9])=[O:8])=[C:12]2[C:19]([O:21][CH2:22][C:23]1[CH:24]=[CH:25][CH:26]=[CH:27][CH:28]=1)=[O:20])[CH3:39] |f:1.2,4.5|. Procedure details: A solution of benzyl 3-toluenesulfonyloxy-1-azabicyclo[3.2.0]hept-2-en-7-one-2-carboxylate (41 mg) in anhydrous THF (0.5 ml) is added dropwise over 5 mins to a stirring solution of lithium diisopropylamide (from 15.5 μl of diisopropylamine and 0.07 ml of 1.6N BuLi) in anhydrous THF (1.5 ml) at -78°. The resulting solution is stirred at -78° for 10 mins and then treated with acetaldehyde (56 μl). After 5 more mins, saturated aqueous NH4Cl solution (1.5 ml) is added and the mixture is allowed to w... Procedure: Example 13 was repeated except that the 2,5-di(p-chloroanilino)-3,6-dihydroterephthalic acid dimethyl ester used in Example 13 was replaced with 7.56 parts of 2,5-dianilino-3,6-dihydroterephthalic acid dimethyl ester, to give 6.88 parts (98.9% of the theoretical yield) of 2,5-dianilinoterephthalic acid dimethyl ester. The reactants are COC(C1=C(CC(C(=O)OC)=C(C1)NC1=CC=C(C=C1)Cl)NC1=CC=C(C=C1)Cl)=O (2,5-di(p-chloroanilino)-3,6-dihydroterephthalic acid dimethyl ester), COC(C1=C(CC(C(=O)OC)=C(C1)NC1=CC=CC=C1)NC1=CC=CC=C1)=O (2,5-dianilino-3,6-dihydroterephthalic acid dimethyl ester). Product: COC(C1=C(C=C(C(=O)OC)C(=C1)NC1=CC=CC=C1)NC1=CC=CC=C1)=O (2,5-dianilinoterephthalic acid dimethyl ester). Reaction SMILES: [CH3:1][O:2][C:3](=[O:30])[C:4]1[CH2:13][C:12]([NH:14][C:15]2[CH:20]=[CH:19][C:18](Cl)=[CH:17][CH:16]=2)=[C:7]([C:8]([O:10][CH3:11])=[O:9])[CH2:6][C:5]=1[NH:22][C:23]1[CH:28]=[CH:27][C:26](Cl)=[CH:25][CH:24]=1.COC(=O)C1CC(NC2C=CC=CC=2)=C(C(OC)=O)CC=1NC1C=CC=CC=1>>[CH3:11][O:10][C:8](=[O:9])[C:7]1[CH:6]=[C:5]([NH:22][C:23]2[CH:28]=[CH:27][CH:26]=[CH:25][CH:24]=2)[C:4]([C:3]([O:2][CH3:1])=[O:30])=[CH:13][C:12]=1[NH:14][C:15]1[CH:20]=[CH:19][CH:18]=[CH:17][CH:16]=1.